Dataset: the Open Reaction Database (ORD), a public repository of structured organic reaction records. Task: describe an organic reaction: reactants, conditions, products, and yield Starting materials: CC1=CC=C2C=CC3=CC=CC4=CC=C1C2=C34 (1-methylpyrene), C(C)(C)(C)Cl (t-butylchloride), ClCCl (dichloromethane), [Cl-].[Al+3].[Cl-].[Cl-] (aluminum chloride). The solvent is O (water). Conditions: time 3 hour. Product: C(C)(C)(C)C=1C=C2C=CC3=CC=C(C4=CC=C(C1)C2=C43)C (7-t-butyl-1-methylpyrene). Yield: 54.1%. Reaction SMILES: [CH3:1][C:2]1[C:15]2[C:16]3=[C:17]4[C:12](=[CH:13][CH:14]=2)[CH:11]=[CH:10][CH:9]=[C:8]4[CH:7]=[CH:6][C:5]3=[CH:4][CH:3]=1.[C:18](Cl)([CH3:21])([CH3:20])[CH3:19].ClCCl.[Cl-].[Al+3].[Cl-].[Cl-]>O>[C:18]([C:10]1[CH:9]=[C:8]2[C:17]3=[C:16]4[C:5](=[CH:4][CH:3]=[C:2]([CH3:1])[C:15]4=[CH:14][CH:13]=[C:12]3[CH:11]=1)[CH:6]=[CH:7]2)([CH3:21])([CH3:20])[CH3:19] |f:3.4.5.6|. Reported procedure: Next, a mixed solution of 4.4 g of 1-methylpyrene, 2 g of t-butylchloride and 33 ml of dichloromethane was cooled to 0° C. under a nitrogen gas stream and then 2.7 g of aluminum chloride was added. This mixed solution was stirred at room temperature for 3 hours and 30 ml of water was poured into the solution, followed by extraction with 30 ml of dichloromethane. The organic layer was washed twice with 20 ml of water, dried over magnesium sulfate and then evaporated. The concentrate was purified ... The reactants are CC(=O)[O-], COc1ccc2cccc(CCN)c2c1, CCO, CC(=O)OC(C)=O, [Na+], O. The product is COc1ccc2cccc(CCNC(C)=O)c2c1. Reaction SMILES: [CH3:17][C:18]([O-:19])=[O:20].[CH3:1][O:2][c:3]1[cH:4][cH:5][c:6]2[cH:7][cH:8][cH:9][c:10]([CH2:13][CH2:14][NH2:15])[c:11]2[cH:12]1.[CH3:21][CH2:22][OH:23].[CH3:24][C:25]([O:26][C:27](=[O:28])[CH3:29])=[O:30].[Na+:16].[OH2:31]>>[CH3:1][O:2][c:3]1[cH:4][cH:5][c:6]2[cH:7][cH:8][cH:9][c:10]([CH2:13][CH2:14][NH:15][C:18]([CH3:17])=[O:19])[c:11]2[cH:12]1. Starting materials: O[C@H]1C[C@@H](CC2=CC[C@H]3[C@@H]4CC[C@H]([C@@H](CC[C@@H](C(C)C)OC(C5=CC=CC=C5)=O)C)[C@]4(CC[C@@H]3[C@@]12C)C)OC(C1=CC=CC=C1)=O (1α-Hydroxy-3β,24(S)-dibenzoyloxy-cholest-5-ene), O[C@H]1C[C@@H](CC2=CC[C@H]3[C@@H]4CC[C@H]([C@@H](CCC(C(C)C)OC(C5=CC=CC=C5)=O)C)[C@]4(CC[C@@H]3[C@@]12C)C)OC(C1=CC=CC=C1)=O (1α-hydroxy-3β,24-dibenzoyloxycholest-5-ene), [H-].[H-].[H-].[H-].[Li+].[Al+3] (LiAlH4). The solvent is C(C)OCC (diethyl ether). The product is O[C@H]1C[C@@H](CC2=CC[C@H]3[C@@H]4CC[C@H]([C@@H](CC[C@@H](C(C)C)O)C)[C@]4(CC[C@@H]3[C@@]12C)C)O (1α,3β,24(S)-trihydroxy cholest-5-ene). Reaction SMILES: [OH:1][C@@H:2]1[C@@:35]2([CH3:36])[C:6](=[CH:7][CH2:8][C@@H:9]3[C@@H:34]2[CH2:33][CH2:32][C@@:31]2([CH3:37])[C@H:10]3[CH2:11][CH2:12][C@@H:13]2[C@H:14]([CH3:30])[CH2:15][CH2:16][C@H:17]([O:21]C(=O)C2C=CC=CC=2)[CH:18]([CH3:20])[CH3:19])[CH2:5][C@@H:4]([O:38]C(=O)C2C=CC=CC=2)[CH2:3]1.O[C@@H]1[C@@]2(C)C(=CC[C@@H]3[C@@H]2CC[C@@]2(C)[C@H]3CC[C@@H]2[C@H](C)CCC(OC(=O)C2C=CC=CC=2)C(C)C)C[C@@H](OC(=O)C2C=CC=CC=2)C1.[H-].[H-].[H-].[H-].[Li+].[Al+3]>C(OCC)C>[OH:1][C@@H:2]1[C@@:35]2([CH3:36])[C:6](=[CH:7][CH2:8][C@@H:9]3[C@@H:34]2[CH2:33][CH2:32][C@@:31]2([CH3:37])[C@H:10]3[CH2:11][CH2:12][C@@H:13]2[C@H:14]([CH3:30])[CH2:15][CH2:16][C@H:17]([OH:21])[CH:18]([CH3:20])[CH3:19])[CH2:5][C@@H:4]([OH:38])[CH2:3]1 |f:2.3.4.5.6.7|. Procedure details: 1α-Hydroxy-3β,24(S)-dibenzoyloxy-cholest-5-ene prepared in the same way as in Example 4, (B) was reduced with LiAlH4 in dry diethyl ether to form 1α,3β,24(S)-trihydroxy cholest-5-ene. This product (180 mg) was then reacted with 24 ml. of acetic anhydride and 75 ml. of pyridine at 95° C. for 3.5 hours. The product was treated in the same way as in Example 3, (A), and chromatographed through a column containing silica gel as a carrier to afford 195 mg of 1α,3β,24(S)-triacetoxy-cholest-5-ene. Starting materials: Oc1ccc(-c2ccc(Br)cc2)cc1, CC1CNCC(C)O1, C[Si](C)(C)[N-][Si](C)(C)C, Cc1ccccc1, ClCCl, Cl, [Li+]. Yields the product CC1CN(c2ccc(-c3ccc(O)cc3)cc2)CC(C)O1. As a reaction SMILES: [Br:1][c:2]1[cH:3][cH:4][c:5](-[c:8]2[cH:9][cH:10][c:11]([OH:14])[cH:12][cH:13]2)[cH:6][cH:7]1.[CH3:15][CH:16]1[O:17][CH:18]([CH3:22])[CH2:19][NH:20][CH2:21]1.[CH3:23][Si:24]([N-:25][Si:26]([CH3:27])([CH3:28])[CH3:29])([CH3:30])[CH3:31].[CH3:34][c:35]1[cH:36][cH:37][cH:38][cH:39][cH:40]1.[Cl:41][CH2:42][Cl:43].[ClH:33].[Li+:32]>>[c:2]1([N:20]2[CH2:19][CH:18]([CH3:22])[O:17][CH:16]([CH3:15])[CH2:21]2)[cH:3][cH:4][c:5](-[c:8]2[cH:9][cH:10][c:11]([OH:14])[cH:12][cH:13]2)[cH:6][cH:7]1. Reactants: COC1=C(C=CC=C1)O (2-methoxyphenol), OC=1C=CC=C2C=CC(=NC12)C (8-hydroxyquinaldine), N (NH3). Product: COC1=C(OCCCC(OC=2C=CC=C3C=CC(=NC23)N)C)C=CC=C1 (8-(4-(2-methoxyphenoxy)-1-methylbutoxy)quinolin-2-amine). Reaction SMILES: [CH3:1][O:2][C:3]1[CH:8]=[CH:7][CH:6]=[CH:5][C:4]=1[OH:9].[OH:10][C:11]1[CH:12]=[CH:13][CH:14]=[C:15]2[C:20]=1[N:19]=[C:18](C)[CH:17]=[CH:16]2.[NH3:22]>>[CH3:1][O:2][C:3]1[CH:8]=[CH:7][CH:6]=[CH:5][C:4]=1[O:9][CH2:5][CH2:4][CH2:3][CH:8]([CH3:7])[O:10][C:11]1[CH:12]=[CH:13][CH:14]=[C:15]2[C:20]=1[N:19]=[C:18]([NH2:22])[CH:17]=[CH:16]2. Reported procedure: The title compound was prepared according to the procedure described in Example 86 substituting 2-methoxyphenol for 8-hydroxyquinaldine. 1H NMR (500 MHz, CDCl3) δ ppm 7.94 (d, 1H), 7.28 (t, 1H), 7.15 (m, 1H), 7.14 (d, 1H), 7.02 (d, 1H), 6.86 (m, 4H), 4.74 (m, 1H), 4.06 (m, 2H), 3.80 (m, 3H), 2.21 (m, 1H), 2.02 (m, 3H), 1.45 (d, 3H); MS (DCI/NH3) m/z 353 [M+H]+.